This data is from the Open Reaction Database (ORD), a public repository of structured organic reaction records. The task is: describe an organic reaction: reactants, conditions, products, and yield The product is Cl.COC(C(N)CS(=O)(=O)C1=CC=C(C=C1)OC)=O (β-(4-methoxyphenylsulfonyl)-D,L-alanine methyl ester hydrochloride). Reaction SMILES: Cl.[CH3:2][O:3][C:4]1[CH:9]=[CH:8][C:7]([S:10]([CH2:13][CH:14]([C:16]([OH:18])=[O:17])[NH2:15])(=[O:12])=[O:11])=[CH:6][CH:5]=1.S(Cl)([Cl:21])=O.[CH3:23]O>>[ClH:21].[CH3:23][O:17][C:16](=[O:18])[CH:14]([CH2:13][S:10]([C:7]1[CH:8]=[CH:9][C:4]([O:3][CH3:2])=[CH:5][CH:6]=1)(=[O:12])=[O:11])[NH2:15] |f:0.1,4.5|. Reported procedure: Part B: To an ice cooled solution of (8.87 g, 30 mmol) of β-(4-methoxyphenylsulfonyl)-D,L-alanine hydrochloride in 200 mL of dry methanol was added dropwise over 20 minutes (10.7 g, 90 mmol) of thionyl chloride, and the solution was refluxed overnight under nitrogen atmosphere. The contents were cooled to room temperature and concentrated by rotory evaporation and triturated with ether. The product was collected by filtration to yield 6.2 grams of β-(4-methoxyphenylsulfonyl)-D,L-alanine methyl e... Reactants: ice, Cl.COC1=CC=C(C=C1)S(=O)(=O)CC(N)C(=O)O (β-(4-methoxyphenylsulfonyl)-D,L-alanine hydrochloride), S(=O)(Cl)Cl (thionyl chloride), CO (methanol). Reactants: COc1ccc(C(C)=O)c(N)c1C, O=C([O-])O, CC(C)c1cccc(C(=O)O)n1, [Na+], O=P(Cl)(Cl)Cl, c1ccncc1. The product is COc1ccc(C(C)=O)c(NC(=O)c2cccc(C(C)C)n2)c1C. As a reaction SMILES: [C:18]([CH3:19])(=[O:20])[c:21]1[cH:22][cH:23][c:24]([O:29][CH3:30])[c:25]([CH3:28])[c:26]1[NH2:27].[C:31](=[O:32])([OH:33])[O-:34].[CH:6]([CH3:7])([CH3:8])[c:9]1[cH:10][cH:11][cH:12][c:13]([C:15](=[O:16])[OH:17])[n:14]1.[Na+:35].[P:1]([Cl:2])([Cl:3])([Cl:4])=[O:5].[cH:36]1[cH:37][cH:38][n:39][cH:40][cH:41]1>>[CH:6]([CH3:7])([CH3:8])[c:9]1[cH:10][cH:11][cH:12][c:13]([C:15](=[O:17])[NH:27][c:26]2[c:21]([C:18]([CH3:19])=[O:20])[cH:22][cH:23][c:24]([O:29][CH3:30])[c:25]2[CH3:28])[n:14]1.